Dataset: the Open Reaction Database (ORD), a public repository of structured organic reaction records. Task: describe an organic reaction: reactants, conditions, products, and yield Starting materials: ClCCCl, O=C(O)c1c(Cl)n(-c2ccccc2)c2ccccc12, CC(C)(C)OC(=O)N1CCNCC1, CN(C)C=O. Product: CC(C)(C)OC(=O)N1CCN(C(=O)c2c(Cl)n(-c3ccccc3)c3ccccc23)CC1. As a reaction SMILES: [CH2:33]([Cl:34])[CH2:35][Cl:36].[Cl:1][c:2]1[n:3](-[c:14]2[cH:15][cH:16][cH:17][cH:18][cH:19]2)[c:4]2[cH:5][cH:6][cH:7][cH:8][c:9]2[c:10]1[C:11](=[O:12])[OH:13].[N:20]1([C:26](=[O:27])[O:28][C:29]([CH3:30])([CH3:31])[CH3:32])[CH2:21][CH2:22][NH:23][CH2:24][CH2:25]1.[O:37]=[CH:38][N:39]([CH3:40])[CH3:41]>>[Cl:1][c:2]1[n:3](-[c:14]2[cH:15][cH:16][cH:17][cH:18][cH:19]2)[c:4]2[cH:5][cH:6][cH:7][cH:8][c:9]2[c:10]1[C:11](=[O:12])[N:23]1[CH2:22][CH2:21][N:20]([C:26](=[O:27])[O:28][C:29]([CH3:30])([CH3:31])[CH3:32])[CH2:25][CH2:24]1. Reaction conditions: temperature 100 celsius, time 4 hour. Reagents/catalysts: C=1C=CC(=CC1)[P](C=2C=CC=CC2)(C=3C=CC=CC3)[Pd]([P](C=4C=CC=CC4)(C=5C=CC=CC5)C=6C=CC=CC6)([P](C=7C=CC=CC7)(C=8C=CC=CC8)C=9C=CC=CC9)[P](C=1C=CC=CC1)(C=1C=CC=CC1)C=1C=CC=CC1 (Pd(PPh3)4). Reaction SMILES: [Cl:1][C:2]1[C:14](I)=[CH:13][C:5]2[NH:6][C:7]([C:9]([F:12])([F:11])[F:10])=[N:8][C:4]=2[CH:3]=1.[Cl:16][C:17]1[CH:22]=[CH:21][C:20](B(O)O)=[CH:19][CH:18]=1.C(=O)([O-])[O-].[Na+].[Na+].O1CCOCC1>O.C1C=CC([P]([Pd]([P](C2C=CC=CC=2)(C2C=CC=CC=2)C2C=CC=CC=2)([P](C2C=CC=CC=2)(C2C=CC=CC=2)C2C=CC=CC=2)[P](C2C=CC=CC=2)(C2C=CC=CC=2)C2C=CC=CC=2)(C2C=CC=CC=2)C2C=CC=CC=2)=CC=1>[Cl:1][C:2]1[C:14]([C:20]2[CH:21]=[CH:22][C:17]([Cl:16])=[CH:18][CH:19]=2)=[CH:13][C:5]2[NH:6][C:7]([C:9]([F:12])([F:11])[F:10])=[N:8][C:4]=2[CH:3]=1 |f:2.3.4,^1:42,44,63,82|. Reported procedure: Compound number 130 (i.e., 6-chloro-5-(4-chlorophenyl)-2-trifluoromethylbenzimidazole was prepared as follows. A 250-mL round-bottom flask was purged and maintained with an inert atmosphere of nitrogen. 5-chloro-6-iodo-2-(trifluoromethyl)-1H-1,3-benzodiazole (400 mg, 1.15 mmol, 1.00 equiv), (4-chlorophenyl)boronic acid (359 mg, 2.30 mmol, 1.99 equiv), sodium carbonate (380 mg), dioxane (40 mL), Pd(PPh3)4 (67 mg), and water (10 mL) was placed in the flask. The resulting solution was stirred for 4... The product is ClC=1C(=CC2=C(N=C(N2)C(F)(F)F)C1)C1=CC=C(C=C1)Cl (6-chloro-5-(4-chlorophenyl)-2-trifluoromethylbenzimidazole). Reactants: ClC1=CC2=C(NC(=N2)C(F)(F)F)C=C1I (5-chloro-6-iodo-2-(trifluoromethyl)-1H-1,3-benzodiazole), O1CCOCC1 (dioxane), ClC1=CC=C(C=C1)B(O)O ((4-chlorophenyl)boronic acid), C([O-])([O-])=O.[Na+].[Na+] (sodium carbonate). The solvent is O (H2O), O (water). Starting materials: OCC1=CC(=C(C(=O)CNCCN2CCC(CC2)OC(NC2=C(C=CC=C2)C2=CC=CC=C2)=O)C=C1)OC (biphenyl-2-ylcarbamic acid 1-{2-[(4-hydroxymethyl-2-methoxybenzoyl)methylamino]ethyl}piperidin-4-yl ester), CS(=O)C (DMSO), CCN(C(C)C)C(C)C (DIPEA). The solvent is C(Cl)Cl (DCM). Reaction conditions: time 30 minute. Yields the product C(=O)C1=CC(=C(C(=O)CNCCN2CCC(CC2)OC(NC2=C(C=CC=C2)C2=CC=CC=C2)=O)C=C1)OC (Biphenyl-2-ylcarbamic acid 1-{2-[(4-formyl-2-methoxybenzoyl)methylamino]ethyl}piperidin-4-yl Ester). As a reaction SMILES: [OH:1][CH2:2][C:3]1[CH:36]=[CH:35][C:6]([C:7]([CH2:9][NH:10][CH2:11][CH2:12][N:13]2[CH2:18][CH2:17][CH:16]([O:19][C:20](=[O:34])[NH:21][C:22]3[CH:27]=[CH:26][CH:25]=[CH:24][C:23]=3[C:28]3[CH:33]=[CH:32][CH:31]=[CH:30][CH:29]=3)[CH2:15][CH2:14]2)=[O:8])=[C:5]([O:37][CH3:38])[CH:4]=1.CS(C)=O.CCN(C(C)C)C(C)C>C(Cl)Cl>[CH:2]([C:3]1[CH:36]=[CH:35][C:6]([C:7]([CH2:9][NH:10][CH2:11][CH2:12][N:13]2[CH2:18][CH2:17][CH:16]([O:19][C:20](=[O:34])[NH:21][C:22]3[CH:27]=[CH:26][CH:25]=[CH:24][C:23]=3[C:28]3[CH:33]=[CH:32][CH:31]=[CH:30][CH:29]=3)[CH2:15][CH2:14]2)=[O:8])=[C:5]([O:37][CH3:38])[CH:4]=1)=[O:1]. Procedure: To a stirred solution of biphenyl-2-ylcarbamic acid 1-{2-[(4-hydroxymethyl-2-methoxybenzoyl)methylamino]ethyl}piperidin-4-yl ester (78 mg, 1.5 mmol; prepared as described in Preparation 20) in DCM (2.5 mL) at −15° C. was added DMSO (130 μL, 22.5 mmol), and DIPEA (130 μL, 7.5 mmol). To the solution was added sulfur trioxide-pyridine complex (240 mg, 15 mmol). After 30 minutes, the reaction mixture was quenched with water (˜3 mL). Two layers were separated, the organic layer was dried over MgSO4, ... Reactants: CC(OS(C)(=O)=O)C(=O)Cl, COc1ccc2cc(Br)ccc2c1, [Cl-], [Cl-], [Cl-], Cl, [Li+], [Mn+2], C1CCOC1. Yields the product COc1ccc2cc(C(=O)C(C)OS(C)(=O)=O)ccc2c1. Reaction SMILES: [CH3:16][S:17](=[O:18])(=[O:19])[O:20][CH:21]([C:22](=[O:23])[Cl:24])[CH3:25].[CH3:3][O:4][c:5]1[cH:6][c:7]2[cH:8][cH:9][c:10]([Br:15])[cH:11][c:12]2[cH:13][cH:14]1.[Cl-:2].[Cl-:32].[Cl-:34].[ClH:26].[Li+:1].[Mn+2:33].[O:27]1[CH2:28][CH2:29][CH2:30][CH2:31]1>>[CH3:3][O:4][c:5]1[cH:6][c:7]2[cH:8][cH:9][c:10]([C:22]([CH:21]([O:20][S:17]([CH3:16])(=[O:18])=[O:19])[CH3:25])=[O:23])[cH:11][c:12]2[cH:13][cH:14]1. Starting materials: BrBr (Bromine), C1(CC=CC2=C1CCCCC2)=O (benzocycloheptan-1-one), BrBr (bromine). Run in C(C)(=O)O (acetic acid), C(C)(=O)O (acetic acid), three. Conditions: time 4 hour. Yields the product BrC1C=CC2=C(CCCCC2)C1=O (2-bromobenzocycloheptan-1-one), liquid. RXN SMILES: [C:1]1(=[O:12])[C:6]2[CH2:7][CH2:8][CH2:9][CH2:10][CH2:11][C:5]=2[CH:4]=[CH:3][CH2:2]1.[Br:13]Br>C(O)(=O)C>[Br:13][CH:2]1[C:1](=[O:12])[C:6]2[CH2:7][CH2:8][CH2:9][CH2:10][CH2:11][C:5]=2[CH:4]=[CH:3]1. Procedure details: 2-bromobenzocycloheptan-1-one was prepared by dissolving benzocycloheptan-1-one (25.15 g, 0.157 mol) in acetic acid (200 mL, 99.8%) in a 500 mL three neck flask. Bromine (25.15 g, 0.157 mol) and acetic acid (10 mL) were placed in a dropping funnel. The bromine was slowly added dropwise to the flask over 4 hours at room temperature. The reactor was kept under a static blanket of nitrogen throughout. Then the reaction was held at room temperature for an additional four hours. The reaction mixture ...